Dataset: the Open Reaction Database (ORD), a public repository of structured organic reaction records. Task: describe an organic reaction: reactants, conditions, products, and yield Starting materials: C(C)(C)(C)OC(NC1=C(C=C(C(=C1)OC)C(F)(F)F)N)=O ((2-amino-5-methoxy-4-trifluoromethyl-phenyl)-carbamic acid tert.-butyl ester), C(C)(C)(C)OC(CC(=O)C1=CC(=CC=C1)C1=CC(=NO1)C)=O (3-[3-(3-methyl-isoxazol-5-yl)-phenyl]-3-oxo-propionic acid tert.-butyl ester). Yields the product C(C)(C)(C)OC(NC1=C(C=C(C(=C1)OC)C(F)(F)F)NC(CC(=O)C1=CC(=CC=C1)C1=CC(=NO1)C)=O)=O ((5-Methoxy-2-{3-[3-(3-methyl-isoxazol-5-yl)-phenyl]-3-oxo-propionylamino}-4-trifluoromethyl-phenyl)-carbamic Acid tert.-Butyl Ester), solid. As a reaction SMILES: [C:1]([O:5][C:6](=[O:21])[NH:7][C:8]1[CH:13]=[C:12]([O:14][CH3:15])[C:11]([C:16]([F:19])([F:18])[F:17])=[CH:10][C:9]=1[NH2:20])([CH3:4])([CH3:3])[CH3:2].C([O:26][C:27](=O)[CH2:28][C:29]([C:31]1[CH:36]=[CH:35][CH:34]=[C:33]([C:37]2[O:41][N:40]=[C:39]([CH3:42])[CH:38]=2)[CH:32]=1)=[O:30])(C)(C)C>>[C:1]([O:5][C:6](=[O:21])[NH:7][C:8]1[CH:13]=[C:12]([O:14][CH3:15])[C:11]([C:16]([F:19])([F:18])[F:17])=[CH:10][C:9]=1[NH:20][C:27](=[O:26])[CH2:28][C:29]([C:31]1[CH:36]=[CH:35][CH:34]=[C:33]([C:37]2[O:41][N:40]=[C:39]([CH3:42])[CH:38]=2)[CH:32]=1)=[O:30])([CH3:4])([CH3:2])[CH3:3]. Procedure details: The title compound was prepared from (2-amino-5-methoxy-4-trifluoromethyl-phenyl)-carbamic acid tert.-butyl ester (Example J9) (306 mg. 1.0 mmol) and 3-[3-(3-methyl-isoxazol-5-yl)-phenyl]-3-oxo-propionic acid tert.-butyl ester (Example K4) (301 mg, 1.0 mmol) according to the general procedure M. Obtained as an off-white solid (301 mg). The reactants are ClC1=CC=C(OC2=C(C=C(C=N2)C(C)=O)C)C=C1 (1-(6-(4-chlorophenoxy)-5-methylpyridin-3-yl)ethanone), CC(C)(C)[S@@](=O)N ((R)-2-methylpropane-2-sulfinamide), Amine-1. The product is ClC1=CC=C(OC2=C(C=C(C=N2)C(C)N[S@](=O)C(C)(C)C)C)C=C1 ((R)—N-(1 (6 (4 chlorophenoxy)-5-methylpyridin-3-yl)ethyl)-2-methylpropane-2-sulfinamide). Isolated yield 83.0%. As a reaction SMILES: [Cl:1][C:2]1[CH:18]=[CH:17][C:5]([O:6][C:7]2[N:12]=[CH:11][C:10]([C:13](=O)[CH3:14])=[CH:9][C:8]=2[CH3:16])=[CH:4][CH:3]=1.[CH3:19][C:20]([S@:23]([NH2:25])=[O:24])([CH3:22])[CH3:21]>>[Cl:1][C:2]1[CH:18]=[CH:17][C:5]([O:6][C:7]2[N:12]=[CH:11][C:10]([CH:13]([NH:25][S@@:23]([C:20]([CH3:22])([CH3:21])[CH3:19])=[O:24])[CH3:14])=[CH:9][C:8]=2[CH3:16])=[CH:4][CH:3]=1. Reported procedure: The title compound is prepared in 83% yield (2.36 g, white solid) from 1-(6-(4-chlorophenoxy)-5-methylpyridin-3-yl)ethanone (2.02 g, 7.72 mmol, Step-4) and (R)-2-methylpropane-2-sulfinamide (1.40 g, 11.6 mmol) in a similar manner to Step-4 of Amine-1.